The task is: describe an organic reaction: reactants, conditions, products, and yield. This data is from the Open Reaction Database (ORD), a public repository of structured organic reaction records. The reactants are CO, CCOC(=O)Nc1cc2c(cc1[N+](=O)[O-])C(=O)CC2, Nc1ccc(F)cc1. Yields the product CCOC(=O)Nc1cc2c(cc1[N+](=O)[O-])C(Nc1ccc(F)cc1)CC2. RXN SMILES: [CH3:28][OH:29].[N+:1](=[O:2])([O-:3])[c:4]1[c:5]([NH:14][C:15]([O:16][CH2:17][CH3:18])=[O:19])[cH:6][c:7]2[c:11]([cH:12]1)[C:10](=[O:13])[CH2:9][CH2:8]2.[NH2:20][c:21]1[cH:22][cH:23][c:24]([F:25])[cH:26][cH:27]1>>[N+:1](=[O:2])([O-:3])[c:4]1[c:5]([NH:14][C:15]([O:16][CH2:17][CH3:18])=[O:19])[cH:6][c:7]2[c:11]([cH:12]1)[CH:10]([NH:20][c:21]1[cH:22][cH:23][c:24]([F:25])[cH:26][cH:27]1)[CH2:9][CH2:8]2. Run in CO (MeOH). As a reaction SMILES: Cl[CH2:2][CH2:3][O:4][C:5]1[CH:10]=[CH:9][C:8]([C:11]([C:22]2[CH:27]=[CH:26][C:25]([OH:28])=[CH:24][CH:23]=2)=[C:12]([C:15]2[N:20]=[CH:19][C:18]([OH:21])=[CH:17][CH:16]=2)[CH2:13][CH3:14])=[CH:7][CH:6]=1.[CH3:29][NH2:30]>CO>[OH:28][C:25]1[CH:26]=[CH:27][C:22]([C:11]([C:8]2[CH:9]=[CH:10][C:5]([O:4][CH2:3][CH2:2][NH:30][CH3:29])=[CH:6][CH:7]=2)=[C:12]([C:15]2[N:20]=[CH:19][C:18]([OH:21])=[CH:17][CH:16]=2)[CH2:13][CH3:14])=[CH:23][CH:24]=1. Reactants: ClCCOC1=CC=C(C=C1)C(=C(CC)C1=CC=C(C=N1)O)C1=CC=C(C=C1)O (6-(1-(4-(2-chloroethoxy)phenyl)-1-(4-hydroxyphenyl)but-1-en-2-yl)pyridin-3-ol), CN (MeNH2). Procedure details: Following the same procedure as described in example 11, step D, 6-(1-(4-(2-chloroethoxy)phenyl)-1-(4-hydroxyphenyl)but-1-en-2-yl)pyridin-3-ol (0.22 g, 1.0 eq) was reacted with MeNH2 (30% wt in water, 10 mL) in MeOH (20 mL) under reflux to give the desired product (Z/E=1/1). 1H NMR (400 MHz, DMSO-d6) δ 9.31 (brs, 1H), 8.09 (d, J=2.4 Hz, 1H), 7.08 (d, J=8.0 Hz, 1H), 6.92-6.97 (m, 2H), 6.81 (d, J=8.8 Hz, 1H), 6.75 (d, J=8.4 Hz, 1H), 6.55-6.69 (m, 4H), 6.45 (d, J=8.4 Hz, 1H), 4.06 (t, J=5.2 Hz, 1H)... Yields the product OC1=CC=C(C=C1)C(=C(CC)C1=CC=C(C=N1)O)C1=CC=C(C=C1)OCCNC (6-(1-(4-hydroxyphenyl)-1-(4-(2-(methylamino)ethoxy)phenyl)-but-1-en-2-yl)pyridin-3-ol). The reactants are ClCC1=NC2=C(C=3N1C=NN3)SC=C2 (5-(chloromethyl)thieno[2,3-e][1,2,4]triazolo[4,3-c]pyrimidine), CN(C=O)C (dimethylformamide), [OH-].[Na+] (sodium hydroxide). The solvent is O1CCOCC1 (dioxan). Reaction conditions: time 3 minute. The product is N=1C=NN2CC(NC3=C(C21)SC=C3)=O (5H-thieno[2,3-f][1,2,4]triazolo[1,5-d][1,4]diazepin-6(7H)-one). Reaction SMILES: Cl[CH2:2][C:3]1[N:8]2[CH:9]=[N:10][N:11]=[C:7]2[C:6]2[S:12][CH:13]=[CH:14][C:5]=2[N:4]=1.CN(C)C=[O:18].[OH-].[Na+]>O1CCOCC1>[N:8]1[CH:9]=[N:10][N:11]2[C:7]=1[C:6]1[S:12][CH:13]=[CH:14][C:5]=1[NH:4][C:3](=[O:18])[CH2:2]2 |f:2.3|. Procedure details: 5. 15.2 g of 5-(chloromethyl)thieno[2,3-e][1,2,4]triazolo[4,3-c]pyrimidine are suspended in 650 ml of dioxan and 43 ml of dimethylformamide and cooled to 5° C. 86 ml of 1N sodium hydroxide solution are added thereto within 3 min. and the mixture is stirred at room temperature for 17 h. The reaction mixture is then partitioned between 1.5 l of saturated aqueous sodium chloride solution and 0.7 l of chloroform. The aqueous phase is then made weakly acidic (pH 6) with 12N hydrochloric acid. The mix... The reactants are C1(=CC=C(C=C1)S(=O)(=O)N1CC(=C(C1)CBr)CBr)C (1-p-toluene sulfonyl-3,4-bis (bromomethyl)-3-pyrroline), C([O-])([O-])=O.[K+].[K+] (potassium carbonate), C(C)#N (acetonitrile). Solvent: C(C)N (ethylamine). Conditions: time 1 hour. The product is C(C)N1CC=2CN(CC2C1)S(=O)(=O)C1=CC=C(C=C1)C (3-ethyl-7-p-toluene sulfonyl-3,7-diazabicyclo [3.3.0]oct-1(5)-ene). Isolated yield 39.0%. RXN SMILES: [C:1]1([CH3:19])[CH:6]=[CH:5][C:4]([S:7]([N:10]2[CH2:14][C:13]([CH2:15]Br)=[C:12]([CH2:17]Br)[CH2:11]2)(=[O:9])=[O:8])=[CH:3][CH:2]=1.C(=O)([O-])[O-].[K+].[K+].[C:26](#[N:28])[CH3:27]>C(N)C>[CH2:26]([N:28]1[CH2:15][C:13]2[CH2:14][N:10]([S:7]([C:4]3[CH:5]=[CH:6][C:1]([CH3:19])=[CH:2][CH:3]=3)(=[O:9])=[O:8])[CH2:11][C:12]=2[CH2:17]1)[CH3:27] |f:1.2.3|. Reported procedure: To a solution of 1-p-toluene sulfonyl-3,4-bis (bromomethyl)-3-pyrroline (3.41 g) in acetonitrile (43 ml), 0.73 ml of 70% ethylamine and anhydrous potassium carbonate (8 g) were added and stirred at room temperature for one hour. The solid was filtered off and the filtrate was purified by silicagel column chromatography (CHCl3 --MeOH) to give 3-ethyl-7-p-toluene sulfonyl-3,7-diazabicyclo [3.3.0]oct-1(5)-ene (0.95 g, yield 39%). 0.9 g of this compound was hydrolysized in 20 ml of 48% hydrobromic a... The reactants are CC(=O)NCC1CN(c2ccc(N3CCC4(CC3)CO4)c(F)c2)C(=O)O1, C1CCOC1. The product is CC(=O)NCC1CN(c2ccc(N3CCC4(CC3)COCCO4)c(F)c2)C(=O)O1. RXN SMILES: [O:1]1[CH2:2][C:3]12[CH2:4][CH2:5][N:6]([c:9]1[c:10]([F:26])[cH:11][c:12]([N:15]3[C:16](=[O:25])[O:17][CH:18]([CH2:20][NH:21][C:22]([CH3:23])=[O:24])[CH2:19]3)[cH:13][cH:14]1)[CH2:7][CH2:8]2.[O:27]1[CH2:28][CH2:29][CH2:31][CH2:30]1>>[O:1]1[C:3]2([CH2:2][O:27][CH2:28][CH2:29]1)[CH2:4][CH2:5][N:6]([c:9]1[c:10]([F:26])[cH:11][c:12]([N:15]3[C:16](=[O:25])[O:17][CH:18]([CH2:20][NH:21][C:22]([CH3:23])=[O:24])[CH2:19]3)[cH:13][cH:14]1)[CH2:7][CH2:8]2.